describe an organic reaction: reactants, conditions, products, and yield From a dataset of the Open Reaction Database (ORD), a public repository of structured organic reaction records. Reactants: NC(C)(C)C=1C=C(C(=NC1)NC=1C=NC(=CC1)OC)C1=NC(=NC(=N1)C)N(CC1=CC=C(C=C1)OC)CC1=CC=C(C=C1)OC (4-(5-(2-aminopropan-2-yl)-2-(6-methoxypyridin-3-ylamino)pyridin-3-yl)-N,N-bis(4-methoxybenzyl)-6-methyl-1,3,5-triazin-2-amine), OS(=O)(=O)C(F)(F)F (triflic acid), [OH-].[Na+] (NaOH). The solvent is C(=O)(C(F)(F)F)O (TFA). Conditions: temperature 80 celsius. The product is FC(C(=O)O)(F)F.NC(C)(C)C=1C=C(C(=NC1)NC=1C=NC(=CC1)OC)C1=NC(=NC(=N1)C)N (4-(5-(2-aminopropan-2-yl)-2-(6-methoxypyridin-3-ylamino)pyridin-3-yl)-6-methyl-1,3,5-triazin-2-amine 2,2,2-trifluoroacetate). Isolated yield 45.5%. Reaction SMILES: [NH2:1][C:2]([C:5]1[CH:6]=[C:7]([C:20]2[N:25]=[C:24]([CH3:26])[N:23]=[C:22]([N:27](CC3C=CC([O:44][CH3:45])=CC=3)CC3C=CC(OC)=CC=3)[N:21]=2)[C:8]([NH:11][C:12]2[CH:13]=[N:14][C:15]([O:18][CH3:19])=[CH:16][CH:17]=2)=[N:9][CH:10]=1)([CH3:4])[CH3:3].OS([C:50]([F:53])([F:52])[F:51])(=O)=O.[OH-:54].[Na+]>C(O)(C(F)(F)F)=O>[F:51][C:50]([F:53])([F:52])[C:45]([OH:44])=[O:54].[NH2:1][C:2]([C:5]1[CH:6]=[C:7]([C:20]2[N:25]=[C:24]([CH3:26])[N:23]=[C:22]([NH2:27])[N:21]=2)[C:8]([NH:11][C:12]2[CH:13]=[N:14][C:15]([O:18][CH3:19])=[CH:16][CH:17]=2)=[N:9][CH:10]=1)([CH3:3])[CH3:4] |f:2.3,5.6|. Reported procedure: A solution of 4-(5-(2-aminopropan-2-yl)-2-(6-methoxypyridin-3-ylamino)pyridin-3-yl)-N,N-bis(4-methoxybenzyl)-6-methyl-1,3,5-triazin-2-amine (0.025 g, 0.041 mmol) in TFA (1 mL) was treated with triflic acid (0.029 mL, 0.330 mmol), sealed, and heated at 80° C. for 2 h. The reaction was cooled and treated with ice and 10N NaOH until basic. The reaction was partitioned between water and DCM. The aqueous layer was extracted with DCM (3×) and the combined organic extracts were dried over anhydrous sod... Starting materials: O[C@H]1[C@@H](CCCC1)NC(=O)C1=NC(=C(N=C1)Br)C1=CC=C(C=C1)OC(F)(F)F (5-Bromo-6-(4-trifluoromethoxy-phenyl)-pyrazine-2-carboxylic acid ((1R,2R)-2-hydroxy-cyclohexyl)-amide), N1=C(N=CC=C1)CO (pyrimidin-2-yl-methanol). Yields the product O[C@H]1[C@@H](CCCC1)NC(=O)C1=NC(=C(N=C1)OCC1=NC=CC=N1)C1=CC=C(C=C1)OC(F)(F)F (5-(Pyrimidin-2-ylmethoxy)-6-(4-trifluoromethoxy-phenyl)-pyrazine-2-carboxylic acid ((1R,2R)-2-hydroxy-cyclohexyl)-amide). Reaction SMILES: [OH:1][C@@H:2]1[CH2:7][CH2:6][CH2:5][CH2:4][C@H:3]1[NH:8][C:9]([C:11]1[CH:16]=[N:15][C:14](Br)=[C:13]([C:18]2[CH:23]=[CH:22][C:21]([O:24][C:25]([F:28])([F:27])[F:26])=[CH:20][CH:19]=2)[N:12]=1)=[O:10].[N:29]1[CH:34]=[CH:33][CH:32]=[N:31][C:30]=1[CH2:35][OH:36]>>[OH:1][C@@H:2]1[CH2:7][CH2:6][CH2:5][CH2:4][C@H:3]1[NH:8][C:9]([C:11]1[CH:16]=[N:15][C:14]([O:36][CH2:35][C:30]2[N:31]=[CH:32][CH:33]=[CH:34][N:29]=2)=[C:13]([C:18]2[CH:23]=[CH:22][C:21]([O:24][C:25]([F:28])([F:27])[F:26])=[CH:20][CH:19]=2)[N:12]=1)=[O:10]. Reported procedure: In analogy to example 64, however by starting from 5-bromo-6-(4-trifluoromethoxy-phenyl)-pyrazine-2-carboxylic acid ((1R,2R)-2-hydroxy-cyclohexyl)-amide (example 21e) and pyrimidin-2-yl-methanol the title compound was obtained as an off-white solid. MS (ISP) (M+H+)=490.2. Reactants: ClC=1N2C=CC(C(=C2C=CC1)C1=C(C=CC=C1Cl)Cl)=O (6-chloro-1-(2,6-dichlorophenyl)-2H-quinolizin-2-one), ClC1=C(C=CC=C1)B(O)O (2-chlorophenylboronic acid), C1(=CC=CC=C1)P(C1=CC=CC=C1)C1=CC=CC=C1 (triphenylphosphine), C([O-])([O-])=O.[Na+].[Na+] (sodium carbonate). Reagents/catalysts: C(C)(=O)[O-].[Pd+2].C(C)(=O)[O-] (palladium acetate). The solvent is COCCOC (DME), C(C)(=O)OCC (ethyl acetate). Conditions: temperature 80 celsius. Yields the product ClC1=C(C=CC=C1)C=1N2C=CC(C(=C2C=CC1)C1=C(C=CC=C1Cl)Cl)=O (6-(2-chlorophenyl)-1-(2,6-dichlorophenyl)-2H-quinolizin-2-one). Isolated yield 42.0%. RXN SMILES: Cl[C:2]1[N:3]2[C:8]([CH:9]=[CH:10][CH:11]=1)=[C:7]([C:12]1[C:17]([Cl:18])=[CH:16][CH:15]=[CH:14][C:13]=1[Cl:19])[C:6](=[O:20])[CH:5]=[CH:4]2.[Cl:21][C:22]1[CH:27]=[CH:26][CH:25]=[CH:24][C:23]=1B(O)O.C1(P(C2C=CC=CC=2)C2C=CC=CC=2)C=CC=CC=1.C(=O)([O-])[O-].[Na+].[Na+]>COCCOC.C(OCC)(=O)C.C([O-])(=O)C.[Pd+2].C([O-])(=O)C>[Cl:21][C:22]1[CH:27]=[CH:26][CH:25]=[CH:24][C:23]=1[C:2]1[N:3]2[C:8]([CH:9]=[CH:10][CH:11]=1)=[C:7]([C:12]1[C:17]([Cl:18])=[CH:16][CH:15]=[CH:14][C:13]=1[Cl:19])[C:6](=[O:20])[CH:5]=[CH:4]2 |f:3.4.5,8.9.10|. Procedure details: To a solution of 6-chloro-1-(2,6-dichlorophenyl)-2H-quinolizin-2-one (Example 1, 54 mg) in DME was added 2-chlorophenylboronic acid (31 mg), palladium acetate (3.5 mg), triphenylphosphine (8 mg) and 2N sodium carbonate (0.32 mL). The mixture was heated to 80° C. for 12 hrs, then cooled to room temperature, and diluted with ethyl acetate/saturated aqueous sodium bicarbonate. The organic layers were dried over magnesium sulfate and concentrated. The residue was purified by silica gel (methylene ch... Reactants: S(O)(O)(=O)=O (sulphuric acid), C(C)(C)(C)[Si](OC1=CC(=CC=C1)C=CC1=CC(=CC=C1)CCCCCC(C)(OC1OCCCC1)C)(C)C (tert-butyldimethyl-[3-(2-{3-[6-methyl-6-(tetrahydropyran-2-yloxy)heptyl]phenyl}-vinyl)phenoxy]silane). The solvent is O (water), C1CCOC1 (THF). The product is OC(CCCCCC=1C=C(C=CC1)C=CC=1C=C(C=CC1)O)(C)C (3-{2-[3-(6-Hydroxy-6-methylheptyl)phenyl]vinyl}phenol). RXN SMILES: S(=O)(=O)(O)O.C([Si](C)(C)[O:11][C:12]1[CH:17]=[CH:16][CH:15]=[C:14]([CH:18]=[CH:19][C:20]2[CH:25]=[CH:24][CH:23]=[C:22]([CH2:26][CH2:27][CH2:28][CH2:29][CH2:30][C:31]([CH3:40])([O:33]C3CCCCO3)[CH3:32])[CH:21]=2)[CH:13]=1)(C)(C)C>C1COCC1.O>[OH:33][C:31]([CH3:40])([CH3:32])[CH2:30][CH2:29][CH2:28][CH2:27][CH2:26][C:22]1[CH:21]=[C:20]([CH:19]=[CH:18][C:14]2[CH:13]=[C:12]([OH:11])[CH:17]=[CH:16][CH:15]=2)[CH:25]=[CH:24][CH:23]=1. Reported procedure: In a manner similar to Example 25(d), by reacting 0.133 ml of concentrated sulphuric acid with 1.25 g (2.39 mmol) of tert-butyldimethyl-[3-(2-{3-[6-methyl-6-(tetrahydropyran-2-yloxy)heptyl]phenyl}-vinyl)phenoxy]silane in 20 ml of THF and 10 ml of water, after crystallization from a heptane/ethyl acetate mixture, white crystals (m=697 mg; Y=90%) are obtained. m.p.=96-7° C. Reactants: ClCC(=O)NCC(C(C)(C)C)=O (N-Chloroacetyl-1-amino-3,3-dimethyl-2-butanone), P(=O)(Cl)(Cl)Cl (phosphorus oxychloride). Conditions: temperature 105 celsius. Yields the product C(C)(C)(C)C1=CN=C(O1)CCl (5-t-butyl-2-chloromethyloxazole). Isolated yield 95.5%. As a reaction SMILES: [Cl:1][CH2:2][C:3]([NH:5][CH2:6][C:7](=[O:12])[C:8]([CH3:11])([CH3:10])[CH3:9])=O.P(Cl)(Cl)(Cl)=O>>[C:8]([C:7]1[O:12][C:3]([CH2:2][Cl:1])=[N:5][CH:6]=1)([CH3:9])([CH3:10])[CH3:11]. Procedure: N-Chloroacetyl-1-amino-3,3-dimethyl-2-butanone (180.13 g, 0.9398 mol, 1 eq) was combined with phosphorus oxychloride (262 mL, 2.8109 mol, 3 eq) under N2. The reaction mixture was heated at 105° C. for 1 h. The mixture was cooled to rt and then quenched with 1.3 kg of ice. The aqueous phase was extracted with ethyl acetate (1 L, then 2×500 mL). The organic extracts were washed with saturated aqueous NaHCO3 (4×1 L) which was back-extracted several times with ethyl acetate. The organic phases were ... The reactants are CC(=C)[C@@H]1CC[C@]2([C@H]1[C@H]3CC[C@@H]4[C@]5(CC[C@@H](C([C@@H]5CC[C@]4([C@@]3(CC2)C)C)(C)C)O)C)CO (Betulin), C(=O)(C(F)(F)F)O (CF3COOH). Run in C(Cl)Cl (CH2Cl2), ice. Run at time 30 minute. The product is C[C@@]12CC[C@@]34CCC([C@@H]([C@@H]3[C@H]1CC[C@H]5[C@]2(CC[C@@H]6[C@@]5(CC[C@@H](C6(C)C)O)C)C)OC4)(C)C (Allobetulin). The yield is 99.0%. Reaction SMILES: [CH3:1][C:2]([C@H:4]1[C@@H:8]2[C@@H:9]3[C@@:22]([CH3:25])([CH2:23][CH2:24][C@@:7]2([CH2:31][OH:32])[CH2:6][CH2:5]1)[C@@:21]1([CH3:26])[C@@H:12]([C@:13]2([CH3:30])[C@@H:18]([CH2:19][CH2:20]1)[C:17]([CH3:28])([CH3:27])[C@@H:16]([OH:29])[CH2:15][CH2:14]2)[CH2:11][CH2:10]3)=[CH2:3].C(O)(C(F)(F)F)=O>C(Cl)Cl>[CH3:25][C@:22]12[C@:21]3([CH3:26])[CH2:20][CH2:19][C@H:18]4[C:17]([CH3:27])([CH3:28])[C@@H:16]([OH:29])[CH2:15][CH2:14][C@:13]4([CH3:30])[C@H:12]3[CH2:11][CH2:10][C@@H:9]1[C@@H:8]1[C@@:7]3([CH2:31][O:32][C@H:4]1[C:2]([CH3:1])([CH3:3])[CH2:5][CH2:6]3)[CH2:24][CH2:23]2. Procedure details: In 100-ml flask stir 2 g of Betulin in 50 ml of CH2Cl2 at 0° C. Add 5 ml of 99% CF3COOH and stir for 30 minutes. Pour, reaction mixture in 100 ml of cracked ice and separate the organic part. Extract with CH2Cl2 (3×10 ml) and wash combined organic extracts with conc. NaHCO3 (2×20 ml) and water (2×20 ml), and dry the extract over Na2SO4 (anh.). Evaporation of solvent gives 1.98 g of Allobetulin, which was recrystallized from hexane-dichloromethane to yield white needles mp. 268-269° C. [lit. 265-... Starting materials: ClCCl, COC(C)(C)Cn1ccc(N)n1, CS(=O)(=O)c1ccc(C(CC2CCC(F)(F)C2)C(=O)Cl)cc1Cl, Cc1cccc(C)n1. Product: COC(C)(C)Cn1ccc(NC(=O)C(CC2CCC(F)(F)C2)c2ccc(S(C)(=O)=O)c(Cl)c2)n1. Reaction SMILES: [CH2:44]([Cl:45])[Cl:46].[CH3:1][O:2][C:3]([CH2:4][n:5]1[n:6][c:7]([NH2:10])[cH:8][cH:9]1)([CH3:11])[CH3:12].[Cl:21][c:22]1[cH:23][c:24]([CH:32]([C:33](=[O:34])[Cl:35])[CH2:36][CH:37]2[CH2:38][C:39]([F:42])([F:43])[CH2:40][CH2:41]2)[cH:25][cH:26][c:27]1[S:28](=[O:29])(=[O:30])[CH3:31].[n:13]1[c:14]([CH3:15])[cH:16][cH:17][cH:18][c:19]1[CH3:20]>>[CH3:1][O:2][C:3]([CH2:4][n:5]1[n:6][c:7]([NH:10][C:33]([CH:32]([c:24]2[cH:23][c:22]([Cl:21])[c:27]([S:28](=[O:29])(=[O:30])[CH3:31])[cH:26][cH:25]2)[CH2:36][CH:37]2[CH2:38][C:39]([F:42])([F:43])[CH2:40][CH2:41]2)=[O:34])[cH:8][cH:9]1)([CH3:11])[CH3:12]. Reactants: CC(=O)C=1C(=CC=CC1O)O (2,6-dihydroxyacetophenone), C([O-])([O-])=O.[K+].[K+] (potassium carbonate), COC1=CC=C(C(CBr)=O)C=C1 (p-methoxyphenacylbromide). Solvent: CC(=O)C (acetone). The product is COC1=CC=C(C(=O)C=2OC3=C(C2C)C(=CC=C3)O)C=C1 (2-(p-methoxybenzoyl)-3-methyl-4-hydroxybenzofuran). The yield is 65.8%. As a reaction SMILES: [CH3:1][C:2]([C:4]1[C:5]([OH:11])=[CH:6][CH:7]=[CH:8][C:9]=1[OH:10])=O.C(=O)([O-])[O-].[K+].[K+].[CH3:18][O:19][C:20]1[CH:29]=[CH:28][C:23]([C:24](=[O:27])[CH2:25]Br)=[CH:22][CH:21]=1>CC(C)=O>[CH3:18][O:19][C:20]1[CH:29]=[CH:28][C:23]([C:24]([C:25]2[O:10][C:9]3[CH:8]=[CH:7][CH:6]=[C:5]([OH:11])[C:4]=3[C:2]=2[CH3:1])=[O:27])=[CH:22][CH:21]=1 |f:1.2.3|. Reported procedure: A mixture of 2,6-dihydroxyacetophenone (5.35 gm; 35.0 mmoles), potassium carbonate (4.83 gm; 35.0 mmoles), and p-methoxyphenacylbromide (8.05 gm; 35.0 mmoles) in acetone (150 mL) was refluxed for a period of 22 hours. The reaction mixture was cooled, filtered through Celite, and concentrated in vacuo. The residue was dissolved in methylene chloride and washed with 1N sodium hydroxide. The aqueous phase was then acidified with 20% citric acid. The solid was filtered, washed with water, and air-dr... Reaction SMILES: [C-:1]1([C:6]2[CH:13]=[CH:12][C:9]([CH2:10][OH:11])=[CH:8][CH:7]=2)[CH:5]=[CH:4][CH:3]=[CH:2]1.[CH-:14]1[CH:18]=[CH:17][CH:16]=[CH:15]1.[Fe+2:19].[Cr](Cl)([O-])(=O)=O.[NH+]1C=CC=CC=1.CCOCC>C(Cl)Cl>[C-:1]1([C:6]2[CH:13]=[CH:12][C:9]([CH:10]=[O:11])=[CH:8][CH:7]=2)[CH:2]=[CH:3][CH:4]=[CH:5]1.[CH-:14]1[CH:18]=[CH:17][CH:16]=[CH:15]1.[Fe+2:19] |f:0.1.2,3.4,7.8.9|. Yields the product [C-]1(C=CC=C1)C1=CC=C(C=O)C=C1.[CH-]1C=CC=C1.[Fe+2] (4-Ferrocenylbenzaldehyde). Run at time 18 hour. Solvent: C(Cl)Cl (CH2Cl2), C(Cl)Cl (CH2Cl2). The reactants are [C-]1(C=CC=C1)C1=CC=C(CO)C=C1.[CH-]1C=CC=C1.[Fe+2] (4-ferrocenylbenzyl alcohol), [Cr](=O)(=O)([O-])Cl.[NH+]1=CC=CC=C1 (pyridinium chlorochromate), CCOCC (Et2O). Procedure: A sample of 4-ferrocenylbenzyl alcohol 16 (630 mg, 2.15 mmol) was added to a suspension of pyridinium chlorochromate (1.22 g, 3.23 mmol) in CH2Cl2 (5 mL) and the mixture was stirred under argon at rt for 18 h. Then Et2O (20 mL) was added and the mixture was filtered through a pad of Celite. The filtrate was concentrated and chromatographed (silica, CH2Cl2/hexanes, 4:1) affording 306 mg (47.8%). TLC (silica, CH2Cl2), Rf=0.35; mp 122–125° C. (lit.35a121–125° C.); 1H NMR δ 4.07 (s, 5H), 4.46 (A2B2,... Reactants: stainless steel, FC(C(=CC(F)(F)F)Cl)(F)F (1,1,1,4,4,4-hexafluoro-2-chloro-2-butene), [H][H] (hydrogen), [OH-].[K+] (potassium hydroxide). The reagents and catalysts are [Ni] (Raney nickel). Solvent: C(C)O (ethanol). The product is FC(CCC(F)(F)F)(F)F (1,1,1,4,4,4-hexafluorobutane). Isolated yield 47.8%. Reaction SMILES: [F:1][C:2]([F:11])([F:10])[C:3](Cl)=[CH:4][C:5]([F:8])([F:7])[F:6].[H][H].[OH-].[K+]>C(O)C.[Ni]>[F:1][C:2]([F:11])([F:10])[CH2:3][CH2:4][C:5]([F:8])([F:7])[F:6] |f:2.3|. Procedure: In a stainless steel autoclave, 40 g of 1,1,1,4,4,4-hexafluoro-2-chloro-2-butene in 300 ml of ethanol were hydrogenated with hydrogen in the presence of 12 g of potassium hydroxide and 25 g of Raney nickel for 3 hours at 20° C. and another 1 hour at 100° C. at a pressure of from 30 to 40 bar. The solid components were then removed from the reaction mixture by filtration and the remaining liquid was distilled to give 16 g of 1,1,1,4,4,4-hexafluorobutane having a boiling point of 25-30° C. at 1013...